This data is from the Open Reaction Database (ORD), a public repository of structured organic reaction records. The task is: describe an organic reaction: reactants, conditions, products, and yield The reactants are NC=1SC=CN1 (2-aminothiazole), ClCC(CC(=O)OCC)=O (ethyl chloroacetoacetate), [OH-].[Na+] (NaOH). The solvent is polyphosphoric acid. Reaction conditions: temperature 110 celsius. Yields the product ClCC=1N=C2N(C(C1)=O)C=CS2 (7-(Chloromethyl)-5H-[1,3]thiazolo[3,2-a]pyrimidin-5-one). Isolated yield 25.9%. As a reaction SMILES: [NH2:1][C:2]1[S:3][CH:4]=[CH:5][N:6]=1.[Cl:7][CH2:8][C:9](=O)[CH2:10][C:11](OCC)=[O:12].[OH-].[Na+]>>[Cl:7][CH2:8][C:9]1[N:1]=[C:2]2[S:3][CH:4]=[CH:5][N:6]2[C:11](=[O:12])[CH:10]=1 |f:2.3|. Reported procedure: A solution of 2-aminothiazole (5.0 g, 49.993 mmol) in polyphosphoric acid (40.0 g) was treated with ethyl chloroacetoacetate (11.176 g, 67.866 mmol) and heated at 110° C. for 5.0 h. The reaction mixture was cooled to room temperature and adjusted to pH 7 with 10% aq. NaOH. The solid formed was filtered and purified by column chromatography using ethyl acetate in dichloromethane as solvent to afford 2.6 g of the desired compound as a brown solid: 1H NMR (300 MHz, DMSO-d6) δ 4.59 (s, 2H), 6.41 (s,... Reactants: CI (methyl iodide), C(C(C)=C)Cl (methallyl chloride), solution, C(C(C)=C)Cl (methallyl chloride), [Cl-].[NH4+] (ammonium chloride), [C-]#N.[Na+] (sodium cyanide), [Mg] (magnesium), C(=O)=O (dry ice), FCC#N (fluoroacetonitrile). The solvent is O1CCCC1 (tetrahydrofuran), O (water), O1CCCC1 (THF), O.O1CCCC1 (water THF), O1CCCC1 (THF). Conditions: time 8 hour. The product is FCC(C#N)(CC(=C)C)N (2-Fluoromethyl-2-amino-4-methyl-4-pentene-nitrile). Isolated yield 103.3%. RXN SMILES: [CH2:1](Cl)[C:2](=[CH2:4])[CH3:3].[Mg].CI.[F:9][CH2:10][C:11]#[N:12].[Cl-].[NH4+:14].[C-:15]#N.[Na+].C(=O)=O>O1CCCC1.O.O.O1CCCC1>[F:9][CH2:10][C:11]([NH2:12])([CH2:1][C:2]([CH3:3])=[CH2:4])[C:15]#[N:14] |f:4.5,6.7,11.12|. Procedure details: In a 10 L reactor, filled with nitrogen, about 100 mL of a solution of methallyl chloride (453 g, 490 mL, 5.0 moles) in dry tetrahydrofuran (THF) (4 L) is added to a stirred suspension of magnesium turnings (486 g, 20 moles) in THF (1 L), previously activated by 2 mL of methyl iodide. The mixture is heated until Grignard formation starts, then the reactor is cooled with ice and methallyl chloride solution is added at such a rate that the internal temperature does not exceed 50° C. After stirring... Procedure details: n-Butyl lithium and an equivalent of diisopropylamine are reacted with an equivalent of 3-chlorofuran for 1.5 hours in tetrahydrofuran at -80° C. according to the procedure of Ly and Schlosser [Helv. Chim. Acta 60 (6), p. 2087 (1977)]. At the same temperature, an equivalent of alloxan in tetrahydrofuran is added dropwise and the mixture allowed to warm to room temperature for 2 hours. 5-(3-Chloro-2-furyl)-2,4,6-(1H,3H,5H)pyrimidinetrione is isolated by the procedure of Example 5. Solvent: O1CCCC1 (tetrahydrofuran), O1CCCC1 (tetrahydrofuran). Starting materials: ( 6 ), C(CCC)[Li] (n-Butyl lithium), C(C)(C)NC(C)C (diisopropylamine), ClC1=COC=C1 (3-chlorofuran), N1C(=O)NC(=O)C(=O)C1=O (alloxan). Product: ClC1=C(OC=C1)C1C(NC(NC1=O)=O)=O (5-(3-Chloro-2-furyl)-2,4,6-(1H,3H,5H)pyrimidinetrione). As a reaction SMILES: C([Li])CCC.C(NC(C)C)(C)C.[Cl:13][C:14]1[CH:18]=[CH:17][O:16][CH:15]=1.[NH:19]1[C:27](=[O:28])[C:25](=O)[C:23](=[O:24])[NH:22][C:20]1=[O:21]>O1CCCC1>[Cl:13][C:14]1[CH:18]=[CH:17][O:16][C:15]=1[CH:25]1[C:23](=[O:24])[NH:22][C:20](=[O:21])[NH:19][C:27]1=[O:28].